Dataset: the Open Reaction Database (ORD), a public repository of structured organic reaction records. Task: describe an organic reaction: reactants, conditions, products, and yield Reactants: [H][H] (hydrogen), [H][H] (hydrogen), C(C)OC(=O)C1(CCC=CCC1)C=1SC=CC1 (1-Thiophen-2-yl-cyclohept-4-enecarboxylic acid ethyl ester), [H][H] (hydrogen). Reagents/catalysts: C1=CC=C(C=C1)P(C2=CC=CC=C2)C3=CC=CC=C3.C1=CC=C(C=C1)P(C2=CC=CC=C2)C3=CC=CC=C3.C1=CC=C(C=C1)P(C2=CC=CC=C2)C3=CC=CC=C3.[Cl-].[Rh] (tris(triphenylphosphine)rhodium(I) chloride), C1=CC=C(C=C1)P(C2=CC=CC=C2)C3=CC=CC=C3.C1=CC=C(C=C1)P(C2=CC=CC=C2)C3=CC=CC=C3.C1=CC=C(C=C1)P(C2=CC=CC=C2)C3=CC=CC=C3.[Cl-].[Rh] (tris(triphenylphosphine)rhodium(I) chloride), C1=CC=C(C=C1)P(C2=CC=CC=C2)C3=CC=CC=C3.C1=CC=C(C=C1)P(C2=CC=CC=C2)C3=CC=CC=C3.C1=CC=C(C=C1)P(C2=CC=CC=C2)C3=CC=CC=C3.[Cl-].[Rh] (tris(triphenylphosphine)rhodium(I) chloride). Solvent: C(C)O (ethanol). Product: C(C)OC(=O)C1(CCCCCC1)C=1SC=CC1 (1-Thiophen-2-yl-cycloheptanecarboxylic acid ethyl ester). The yield is 86.7%. As a reaction SMILES: [CH2:1]([O:3][C:4]([C:6]1([C:13]2[S:14][CH:15]=[CH:16][CH:17]=2)[CH2:12][CH2:11][CH:10]=[CH:9][CH2:8][CH2:7]1)=[O:5])[CH3:2].[H][H]>C(O)C.C1C=CC(P(C2C=CC=CC=2)C2C=CC=CC=2)=CC=1.C1C=CC(P(C2C=CC=CC=2)C2C=CC=CC=2)=CC=1.C1C=CC(P(C2C=CC=CC=2)C2C=CC=CC=2)=CC=1.[Cl-].[Rh]>[CH2:1]([O:3][C:4]([C:6]1([C:13]2[S:14][CH:15]=[CH:16][CH:17]=2)[CH2:12][CH2:11][CH2:10][CH2:9][CH2:8][CH2:7]1)=[O:5])[CH3:2] |f:3.4.5.6.7|. Reported procedure: 1-Thiophen-2-yl-cyclohept-4-enecarboxylic acid ethyl ester (Example 5b) (2.86 g) was dissolved in ethanol (30 mL) and tris(triphenylphosphine)rhodium(I) chloride (0.100 g) was added. The reaction mixture was stirred rapidly under 5 atmospheres of hydrogen overnight. Further tris(triphenylphosphine)rhodium(I) chloride (0.050 g) was added and the reaction mixture was stirred under 5 atmospheres of hydrogen for 3 days. A third addition of tris(triphenylphosphine)rhodium(I) chloride (0.050 g) was ma... Starting materials: C=O, O=CO, CNC1Cc2ccccc2C(c2ccc(Cl)c(Cl)c2)C1. Product: CN(C)C1Cc2ccccc2C(c2ccc(Cl)c(Cl)c2)C1. As a reaction SMILES: [CH2:21]=[O:22].[CH:23]([OH:24])=[O:25].[Cl:1][c:2]1[cH:3][c:4]([CH:9]2[CH2:10][CH:11]([NH:19][CH3:20])[CH2:12][c:13]3[cH:14][cH:15][cH:16][cH:17][c:18]32)[cH:5][cH:6][c:7]1[Cl:8]>>[Cl:1][c:2]1[cH:3][c:4]([CH:9]2[CH2:10][CH:11]([N:19]([CH3:20])[CH3:21])[CH2:12][c:13]3[cH:14][cH:15][cH:16][cH:17][c:18]32)[cH:5][cH:6][c:7]1[Cl:8].